Dataset: the Open Reaction Database (ORD), a public repository of structured organic reaction records. Task: describe an organic reaction: reactants, conditions, products, and yield The reactants are [BH4-], CC(C)C(=O)N1CCN(C(=O)c2ccc(C3c4n[nH]c(=O)c5cccc(c45)NC3c3ccc(C=O)cc3)cc2)CC1, CNC, CO, [Na+]. The product is CNCc1ccc(C2Nc3cccc4c(=O)[nH]nc(c34)C2c2ccc(C(=O)N3CCN(C(=O)C(C)C)CC3)cc2)cc1. RXN SMILES: [BH4-:45].[C:1]([CH:2]([CH3:3])[CH3:4])(=[O:5])[N:6]1[CH2:7][CH2:8][N:9]([C:12](=[O:13])[c:14]2[cH:15][cH:16][c:17]([CH:20]3[CH:21]([c:34]4[cH:35][cH:36][c:37]([CH:38]=[O:39])[cH:40][cH:41]4)[NH:22][c:23]4[c:24]5[c:25]3[n:26][nH:27][c:28](=[O:33])[c:29]5[cH:30][cH:31][cH:32]4)[cH:18][cH:19]2)[CH2:10][CH2:11]1.[CH3:42][NH:43][CH3:44].[CH3:47][OH:48].[Na+:46]>>[C:1]([CH:2]([CH3:3])[CH3:4])(=[O:5])[N:6]1[CH2:7][CH2:8][N:9]([C:12](=[O:13])[c:14]2[cH:15][cH:16][c:17]([CH:20]3[CH:21]([c:34]4[cH:35][cH:36][c:37]([CH2:38][NH:43][CH3:42])[cH:40][cH:41]4)[NH:22][c:23]4[c:24]5[c:25]3[n:26][nH:27][c:28](=[O:33])[c:29]5[cH:30][cH:31][cH:32]4)[cH:18][cH:19]2)[CH2:10][CH2:11]1. Starting materials: CCc1cc(-c2ccc(S(=O)(=O)Cl)s2)c(C)[nH]c1=O, CCN1CCCC1CNCCCN. Product: CCc1cc(-c2ccc(S(=O)(=O)NCCCNCC3CCCN3CC)s2)c(C)[nH]c1=O. RXN SMILES: [CH2:1]([CH3:2])[c:3]1[cH:4][c:5](-[c:11]2[cH:12][cH:13][c:14]([S:16](=[O:17])(=[O:18])[Cl:19])[s:15]2)[c:6]([CH3:10])[nH:7][c:8]1=[O:9].[CH2:20]([CH3:21])[N:22]1[CH:23]([CH2:27][NH:28][CH2:29][CH2:30][CH2:31][NH2:32])[CH2:24][CH2:25][CH2:26]1>>[CH2:1]([CH3:2])[c:3]1[cH:4][c:5](-[c:11]2[cH:12][cH:13][c:14]([S:16](=[O:17])(=[O:18])[NH:32][CH2:31][CH2:30][CH2:29][NH:28][CH2:27][CH:23]3[N:22]([CH2:20][CH3:21])[CH2:26][CH2:25][CH2:24]3)[s:15]2)[c:6]([CH3:10])[nH:7][c:8]1=[O:9]. The reactants are FC1=CC=C(C=C1)N=CC1=CC=C(C#N)C=C1 (4-[(4-fluorophenylimino)-methyl]-benzonitrile), C[Si](C)(C)Cl (trimethylsilyl chloride), C(C(O)C(O)C(=O)O)(=O)O (tartaric acid), FC1=CC=C(C=C1)C(CCCC(=O)N1C(OCC1C1=CC=CC=C1)=O)O (3-[5-(4-fluorophenyl)-5-hydroxypentanoyl]-4-phenyloxazolidin-2-one), C(C)(C)N(CC)C(C)C (diisopropylethylamine), C([O-])(O)=O.[Na+] (sodium bicarbonate). The reagents and catalysts are [Ti](Cl)(Cl)(Cl)Cl (titanium tetrachloride). Run in ClCCl (dichloromethane). Reaction conditions: temperature -10 celsius, time 8 hour. The product is FC1=CC=C(C=C1)C(CCC(C(NC1=CC=C(C=C1)F)C1=CC=C(C#N)C=C1)C(=O)N1C(OCC1C1=CC=CC=C1)=O)O (4-[5-(4-Fluorophenyl)-1-(4-fluorophenylamino)-5-hydroxy-2-(2-oxo-4-phenyloxazolidine-3-carbonyl)-pentyl]-benzonitrile). Reaction SMILES: [F:1][C:2]1[CH:7]=[CH:6][C:5]([CH:8]([OH:26])[CH2:9][CH2:10][CH2:11][C:12]([N:14]2[CH:18]([C:19]3[CH:24]=[CH:23][CH:22]=[CH:21][CH:20]=3)[CH2:17][O:16][C:15]2=[O:25])=[O:13])=[CH:4][CH:3]=1.[F:27][C:28]1[CH:33]=[CH:32][C:31]([N:34]=[CH:35][C:36]2[CH:43]=[CH:42][C:39]([C:40]#[N:41])=[CH:38][CH:37]=2)=[CH:30][CH:29]=1.C(N(C(C)C)CC)(C)C.C[Si](Cl)(C)C.C(O)(=O)C(C(C(O)=O)O)O.C(=O)(O)[O-].[Na+]>ClCCl.[Ti](Cl)(Cl)(Cl)Cl>[F:1][C:2]1[CH:7]=[CH:6][C:5]([CH:8]([OH:26])[CH2:9][CH2:10][CH:11]([C:12]([N:14]2[CH:18]([C:19]3[CH:20]=[CH:21][CH:22]=[CH:23][CH:24]=3)[CH2:17][O:16][C:15]2=[O:25])=[O:13])[CH:35]([C:36]2[CH:43]=[CH:42][C:39]([C:40]#[N:41])=[CH:38][CH:37]=2)[NH:34][C:31]2[CH:30]=[CH:29][C:28]([F:27])=[CH:33][CH:32]=2)=[CH:4][CH:3]=1 |f:5.6|. Procedure details: Under argon, 2.5 g of 3-[5-(4-fluorophenyl)-5-hydroxypentanoyl]-4-phenyloxazolidin-2-one were dissolved in 30 ml of dichloromethane. 3.9 g of 4-[(4-fluorophenylimino)-methyl]-benzonitrile were added and the mixture was cooled to −10° C. 6.4 ml of diisopropylethylamine and, over a period of 30 min, 4.05 ml of trimethylsilyl chloride were added to this mixture so that the temperature did not exceed −5° C. The mixture was stirred at this temperature for 1 additional hour and then cooled to −25° C. ... Reactants: CC(C)C(=O)Cl, Oc1cccc(O)c1. The product is CC(C)C(=O)c1ccc(O)cc1O. RXN SMILES: [C:9]([CH:10]([CH3:11])[CH3:12])(=[O:13])[Cl:14].[OH:1][c:2]1[cH:3][cH:4][cH:5][c:6]([OH:7])[cH:8]1>>[OH:1][c:2]1[c:3]([C:9]([CH:10]([CH3:11])[CH3:12])=[O:13])[cH:4][cH:5][c:6]([OH:7])[cH:8]1. Starting materials: CO, CC(=O)O, CS(=O)CCC(NC(=O)c1ccc(C(=O)N2CCCC2CNC(=O)OC(C)(C)C)c(Cl)c1)c1nc2cc(Cl)ccc2[nH]1, ClCCl, Cl, O=C(OO)c1cccc(Cl)c1. Yields the product CC(C)(C)OC(=O)NCC1CCCN1C(=O)c1ccc(C(=O)NC(CCS(C)(=O)=O)c2nc3cc(Cl)ccc3[nH]2)cc1Cl. As a reaction SMILES: [CH3:54][OH:55].[CH3:60][C:61](=[O:62])[OH:63].[Cl:1][c:2]1[cH:3][c:4]2[c:5]([nH:6][c:7]([CH:9]([CH2:10][CH2:11][S:12](=[O:13])[CH3:14])[NH:15][C:16]([c:17]3[cH:18][c:19]([Cl:39])[c:20]([C:23](=[O:24])[N:25]4[CH:26]([CH2:30][NH:31][C:32](=[O:33])[O:34][C:35]([CH3:36])([CH3:37])[CH3:38])[CH2:27][CH2:28][CH2:29]4)[cH:21][cH:22]3)=[O:40])[n:8]2)[cH:41][cH:42]1.[Cl:56][CH2:57][Cl:58].[Cl:59].[OH:43][O:44][C:45]([c:46]1[cH:47][c:48]([Cl:49])[cH:50][cH:51][cH:52]1)=[O:53]>>[Cl:1][c:2]1[cH:3][c:4]2[c:5]([nH:6][c:7]([CH:9]([CH2:10][CH2:11][S:12](=[O:13])([CH3:14])=[O:43])[NH:15][C:16]([c:17]3[cH:18][c:19]([Cl:39])[c:20]([C:23](=[O:24])[N:25]4[CH:26]([CH2:30][NH:31][C:32](=[O:33])[O:34][C:35]([CH3:36])([CH3:37])[CH3:38])[CH2:27][CH2:28][CH2:29]4)[cH:21][cH:22]3)=[O:40])[n:8]2)[cH:41][cH:42]1.